This data is from the Open Reaction Database (ORD), a public repository of structured organic reaction records. The task is: describe an organic reaction: reactants, conditions, products, and yield Starting materials: CO.C(Cl)Cl (MeOH DCM), O=C1CNC(N1C(C(=O)O)CC1=CC=CC=C1)=S (2-(5-oxo-2-thioxoimidazolidin-1-yl)-3-phenylpropanoic acid), BrC1=CC=C(C=C1)C1=CC=C(S1)C=O (5-(4-bromophenyl)thiophene-2-carbaldehyde), NCCC(=O)O (β-alanine). Run in C(C)(=O)O (acetic acid). Run at temperature 170 celsius. The product is BrC1=CC=C(C=C1)C1=CC=C(S1)C=C1NC(N(C1=O)C(C(=O)O)CC1=CC=CC=C1)=S (2-(4-((5-(4-Bromophenyl)thiophen-2-yl)methylene)-5-oxo-2-thioxoimidazolidin-1-yl)-3-phenylpropanoic acid). Reaction SMILES: [O:1]=[C:2]1[N:6]([CH:7]([CH2:11][C:12]2[CH:17]=[CH:16][CH:15]=[CH:14][CH:13]=2)[C:8]([OH:10])=[O:9])[C:5](=[S:18])[NH:4][CH2:3]1.[Br:19][C:20]1[CH:25]=[CH:24][C:23]([C:26]2[S:30][C:29]([CH:31]=O)=[CH:28][CH:27]=2)=[CH:22][CH:21]=1.NCCC(O)=O.CO.C(Cl)Cl>C(O)(=O)C>[Br:19][C:20]1[CH:21]=[CH:22][C:23]([C:26]2[S:30][C:29]([CH:31]=[C:3]3[C:2](=[O:1])[N:6]([CH:7]([CH2:11][C:12]4[CH:17]=[CH:16][CH:15]=[CH:14][CH:13]=4)[C:8]([OH:10])=[O:9])[C:5](=[S:18])[NH:4]3)=[CH:28][CH:27]=2)=[CH:24][CH:25]=1 |f:3.4|. Reported procedure: To a mixture of 2-(5-oxo-2-thioxoimidazolidin-1-yl)-3-phenylpropanoic acid (0.100 g, 0.378 mmol) and 5-(4-bromophenyl)thiophene-2-carbaldehyde (0.101 g, 0.378 mmol) in acetic acid 5 mL is added β-alanine (3.37 mg, 0.038 mmol) and heat to 170° C. for 30 min under microwave irradiation. The resulting reaction mixture is cooled down and the solvent is removed. The pure product (0.120 g, 0.234 mmol, red solid) is obtained by column chromatography using MeOH/DCM, 2-7% ration solvent system. 1H-NMR (C... Reactants: N1CCC(CC1)NC(OC(C)(C)C)=O (tert-butyl 4-piperidinylcarbamate), BrCCO (2-bromoethanol), C(=O)([O-])[O-].[K+].[K+] (K2CO3). Run in C(C)#N (acetonitrile). Yields the product NC1CCN(CC1)CCO (4-Amino-1-(2-hydroxyethyl) piperidine). Yield: 94.0%. Reaction SMILES: [NH:1]1[CH2:6][CH2:5][CH:4]([NH:7]C(=O)OC(C)(C)C)[CH2:3][CH2:2]1.Br[CH2:16][CH2:17][OH:18].C([O-])([O-])=O.[K+].[K+]>C(#N)C>[NH2:7][CH:4]1[CH2:3][CH2:2][N:1]([CH2:16][CH2:17][OH:18])[CH2:6][CH2:5]1 |f:2.3.4|. Procedure details: A solution of 0.5 g of tert-butyl 4-piperidinylcarbamate, 0.21 ml of 2-bromoethanol and 2.76 g of K2CO3 in 10 ml of acetonitrile was stirred for 5 hrs under reflux. The reaction mixture was cooled to a room temperature, filtered to remove solids, and concentrated. The concentrate was purified by silica gel column chromatography (mobile phase: 20 (v/v) % EA in hexane) to afford 0.58 g of the title compound (Yield: 94%). 1H NMR (CDCl3) δ 4.76 (d, 1H), 3.65 (t, 2H), 3.48 (m, 1H), 2.92 (m, 2H), 2.59... Reactants: FC(CC(CCCS(=O)(=O)Cl)CC(C(F)(F)F)(C(F)(F)F)F)(C(F)(F)F)C(F)(F)F (6,7,7,7-tetrafluoro-4-(2,3,3,3-tetrafluoro-2-trifluoromethyl-propyl)-6-trifluoromethyl heptane-1-sulfonyl chloride), C(O)CN (ethanolamine). Solvent: ClCCl (dichloromethane), ClCCl (dichloromethane), ClCCl (dichloromethane). Yields the product OCCNS(=O)(=O)CCCCCC(C)C(F)(F)F (6-trifluoromethyl-heptane-1-sulfonic acid (2-hydroxy-ethyl)-amide). The yield is 35.7%. As a reaction SMILES: FC(C(F)(F)F)(C(F)(F)F)C[CH:4]([CH2:12][C:13](F)([C:18](F)(F)F)[C:14]([F:17])([F:16])[F:15])[CH2:5][CH2:6][CH2:7][S:8](Cl)(=[O:10])=[O:9].[CH2:31]([CH2:33][NH2:34])[OH:32]>ClCCl>[OH:32][CH2:31][CH2:33][NH:34][S:8]([CH2:7][CH2:6][CH2:5][CH2:4][CH2:12][CH:13]([C:14]([F:15])([F:16])[F:17])[CH3:18])(=[O:9])=[O:10]. Reported procedure: Referring to scheme (42) above, a solution of the 6,7,7,7-tetrafluoro-4-(2,3,3,3-tetrafluoro-2-trifluoromethyl-propyl)-6-trifluoromethyl heptane-1-sulfonyl chloride (25 grams), described above, in 125 mL dichloromethane can be added to a cooled solution (0° C.-5° C.) of ethanolamine (17.6 grams) in dichloromethane (125 mL) drop-wise to form a mixture. The mixture can be agitated, allowed to warm to room temperature, and diluted with dichloromethane (250 mL). The diluted mixture can be washed wit... RXN SMILES: [C:1]([OH:2])(=[O:3])[CH2:4][c:5]1[cH:6][n:7][c:8]([S:18][CH2:19][CH2:20][CH3:21])[n:9]1[CH2:10][c:11]1[c:12]([Cl:17])[cH:13][cH:14][cH:15][cH:16]1.[CH3:27][c:28]1[cH:29][cH:30][cH:31][cH:32][cH:33]1.[O:22]1[CH2:23][CH2:24][CH2:25][CH2:26]1>>[CH2:4]([c:5]1[cH:6][n:7][c:8]([S:18][CH2:19][CH2:20][CH3:21])[n:9]1[CH2:10][c:11]1[c:12]([Cl:17])[cH:13][cH:14][cH:15][cH:16]1)[OH:22]. The product is CCCSc1ncc(CO)n1Cc1ccccc1Cl. The reactants are CCCSc1ncc(CC(=O)O)n1Cc1ccccc1Cl, Cc1ccccc1, C1CCOC1. The reactants are O=C1C=C(OC2=C1C=CC=C2)NC=C(C(=O)OCC)C(=O)OCC (Diethyl {[(4-oxo-4H-1-benzopyran-2-yl)amino]methylene}malonate). Solvent: C1(=CC=CC=C1)OC1=CC=CC=C1 (diphenyl ether). Product: O=C1C2=C(NC=C1C(=O)OCC)OC1=C(C2=O)C=CC=C1 (Ethyl 4,5-dihydro-4,5-dioxo-1H-1-benzopyrano[2,3-b]pyridine-3-carboxylate). Yield: 81.6%. Reaction SMILES: [O:1]=[C:2]1[C:7]2[CH:8]=[CH:9][CH:10]=[CH:11][C:6]=2[O:5][C:4]([NH:12][CH:13]=[C:14]([C:20]([O:22]CC)=O)[C:15]([O:17][CH2:18][CH3:19])=[O:16])=[CH:3]1>C1(OC2C=CC=CC=2)C=CC=CC=1>[O:22]=[C:20]1[C:14]([C:15]([O:17][CH2:18][CH3:19])=[O:16])=[CH:13][NH:12][C:4]2[O:5][C:6]3[CH:11]=[CH:10][CH:9]=[CH:8][C:7]=3[C:2](=[O:1])[C:3]1=2. Procedure details: Diethyl {[(4-oxo-4H-1-benzopyran-2-yl)amino]methylene}malonate (36 g, 0.11 mole) is added to diphenyl ether (300 ml) at 200° C. The reaction mixture is refluxed under nitrogen for 90 min. The product, which crystallized out on cooling, is filtered off and washed with ethyl acetate. Recrystallization from DMF gives white crystals (25.6 g, 83%), mp 174°-175° C. The reactants are C(C)(C)[N-]C(C)C.[Li+] (lithium diisopropylamide), BrC1=C2CCC(C2=CC=C1)=O (4-bromo-2,3-dihydro-1H-inden-1-one), BrCC1=CC=C(C(=O)OC)C=C1 (methyl 4-(bromomethyl)benzoate). Solvent: C1CCOC1 (THF), C1CCOC1 (THF). Reaction conditions: time 1 hour. Yields the product BrC1=C2CC(C(C2=CC=C1)=O)CC1=CC=C(C(=O)OC)C=C1 (methyl 4-((4-bromo-1-oxo-2,3-dihydro-1H-inden-2-yl)methyl)benzoate). Isolated yield 4.4%. As a reaction SMILES: C([N-]C(C)C)(C)C.[Li+].[Br:9][C:10]1[CH:18]=[CH:17][CH:16]=[C:15]2[C:11]=1[CH2:12][CH2:13][C:14]2=[O:19].Br[CH2:21][C:22]1[CH:31]=[CH:30][C:25]([C:26]([O:28][CH3:29])=[O:27])=[CH:24][CH:23]=1>C1COCC1>[Br:9][C:10]1[CH:18]=[CH:17][CH:16]=[C:15]2[C:11]=1[CH2:12][CH:13]([CH2:21][C:22]1[CH:31]=[CH:30][C:25]([C:26]([O:28][CH3:29])=[O:27])=[CH:24][CH:23]=1)[C:14]2=[O:19] |f:0.1|. Procedure: A solution of lithium diisopropylamide (2.0 M in THF, 2.5 mL, 5.0 mmol) was added to a solution of 4-bromo-2,3-dihydro-1H-inden-1-one (4-bromo-1-indanone, 960 mg, 4.55 mmol) in THF (9.1 mL) at −78° C. After 1 h at −78° C., a solution of methyl 4-(bromomethyl)benzoate (1.25 g, 5.46 mmol) in THF (5 mL) was added via cannula. The reaction mixture was allowed to warm to room temperature naturally. After stirring at room temperature overnight, the reaction was quenched with saturated aqueous NH4Cl (5... As a reaction SMILES: [CH2:25]([C:26]#[CH:27])[OH:28].[CH2:29]([NH:30][CH2:31][CH3:32])[CH3:33].[Cl:1][c:2]1[cH:3][cH:4][c:5]([CH2:6][NH:7][C:8](=[O:9])[c:10]2[n:11][n:12]([CH3:22])[c:13]3[cH:14][cH:15][c:16]([I:21])[cH:17][c:18]3[c:19]2=[O:20])[cH:23][cH:24]1.[Cu:34][I:35].[Pd:36]([Cl:37])[Cl:38].[c:39]1([P:40]([c:41]2[cH:42][cH:43][cH:44][cH:45][cH:46]2)[c:47]2[cH:48][cH:49][cH:50][cH:51][cH:52]2)[cH:53][cH:54][cH:55][cH:56][cH:57]1.[c:58]1([P:59]([c:60]2[cH:61][cH:62][cH:63][cH:64][cH:65]2)[c:66]2[cH:67][cH:68][cH:69][cH:70][cH:71]2)[cH:72][cH:73][cH:74][cH:75][cH:76]1>>[Cl:1][c:2]1[cH:3][cH:4][c:5]([CH2:6][NH:7][C:8](=[O:9])[c:10]2[n:11][n:12]([CH3:22])[c:13]3[cH:14][cH:15][c:16]([C:27]#[C:26][CH2:25][OH:28])[cH:17][c:18]3[c:19]2=[O:20])[cH:23][cH:24]1. Product: Cn1nc(C(=O)NCc2ccc(Cl)cc2)c(=O)c2cc(C#CCO)ccc21. Reactants: C#CCO, CCNCC, Cn1nc(C(=O)NCc2ccc(Cl)cc2)c(=O)c2cc(I)ccc21, [Cu]I, Cl[Pd]Cl, c1ccc(P(c2ccccc2)c2ccccc2)cc1, c1ccc(P(c2ccccc2)c2ccccc2)cc1.